This data is from the Open Reaction Database (ORD), a public repository of structured organic reaction records. The task is: describe an organic reaction: reactants, conditions, products, and yield Starting materials: O=[Bi], CC(=O)O, COc1ccc(C(=O)C(O)c2ccc(SC)cc2)cc1F. The product is COc1ccc(C(=O)C(=O)c2ccc(SC)cc2)cc1F. RXN SMILES: [Bi:22]=[O:23].[CH3:24][C:25](=[O:26])[OH:27].[F:1][c:2]1[cH:3][c:4]([C:10]([CH:11]([c:12]2[cH:13][cH:14][c:15]([S:18][CH3:19])[cH:16][cH:17]2)[OH:20])=[O:21])[cH:5][cH:6][c:7]1[O:8][CH3:9]>>[F:1][c:2]1[cH:3][c:4]([C:10]([C:11]([c:12]2[cH:13][cH:14][c:15]([S:18][CH3:19])[cH:16][cH:17]2)=[O:20])=[O:21])[cH:5][cH:6][c:7]1[O:8][CH3:9]. Starting materials: BrC1=CC=CC(=N1)CN[C@@H](CO)C(C)C ((R)-2-((6-bromopyridin-2-yl)methylamino)-3-methylbutan-1-ol), [Si](C)(C)(C(C)(C)C)C=1SC(=CC1)B1OC(C)(C)C(C)(C)O1 (2-(t-butyldimethylsilyl)thiophene-5-boronic acid pinacol ester), C([O-])([O-])=O.[Cs+].[Cs+] (cesium carbonate). The solvent is O1CCOCC1 (dioxane). Reaction conditions: temperature 80 celsius. Yields the product [Si](C)(C)(C(C)(C)C)C1=CC=C(S1)C1=CC=CC(=N1)CN[C@@H](CO)C(C)C ((2R)-2-{[(6-{5-[tert-butyl(dimethyl)silyl]thiophen-2-yl}pyridin-2-yl)methyl]amino}-3-methylbutan-1-ol). Isolated yield 47.6%. RXN SMILES: Br[C:2]1[N:7]=[C:6]([CH2:8][NH:9][C@H:10]([CH:13]([CH3:15])[CH3:14])[CH2:11][OH:12])[CH:5]=[CH:4][CH:3]=1.[Si:16]([C:23]1[S:24][C:25](B2OC(C)(C)C(C)(C)O2)=[CH:26][CH:27]=1)([C:19]([CH3:22])([CH3:21])[CH3:20])([CH3:18])[CH3:17].C(=O)([O-])[O-].[Cs+].[Cs+]>O1CCOCC1>[Si:16]([C:23]1[S:24][C:25]([C:2]2[N:7]=[C:6]([CH2:8][NH:9][C@H:10]([CH:13]([CH3:15])[CH3:14])[CH2:11][OH:12])[CH:5]=[CH:4][CH:3]=2)=[CH:26][CH:27]=1)([C:19]([CH3:22])([CH3:21])[CH3:20])([CH3:18])[CH3:17] |f:2.3.4|. Procedure: To a solution of Example 227A (0.521 g, 1.91 mmol) in dioxane (10 mL) at ambient temperature was added 2-(t-butyldimethylsilyl)thiophene-5-boronic acid pinacol ester (0.619 g, 1.91 mmol), 2 molar cesium carbonate (0.9 mL, 1.9 mmol) and 1,1′-bis(diphenylphosphino)ferrocene-palladium(II)dichloride dichloromethane complex (0.031 g, 0.038 mmol). The solution was degassed (3× vacuum/purge N2) and heated to 80° C. overnight. The mixture was cooled and partioned between water and CH2Cl2. The organic ph... The reactants are CS(=O)(=O)Cl, CCN(C(C)C)C(C)C, ClCCl, CC(C)(C)OC(=O)NC(CCN)c1ccc(Cl)cc1. The product is CC(C)(C)OC(=O)NC(CCNS(C)(=O)=O)c1ccc(Cl)cc1. Reaction SMILES: [CH3:1][S:2]([Cl:3])(=[O:4])=[O:5].[CH:25]([N:26]([CH2:27][CH3:28])[CH:29]([CH3:30])[CH3:31])([CH3:32])[CH3:33].[Cl:34][CH2:35][Cl:36].[NH2:6][CH2:7][CH2:8][CH:9]([c:10]1[cH:11][cH:12][c:13]([Cl:16])[cH:14][cH:15]1)[NH:17][C:18]([O:19][C:20]([CH3:21])([CH3:22])[CH3:23])=[O:24]>>[CH3:1][S:2](=[O:4])(=[O:5])[NH:6][CH2:7][CH2:8][CH:9]([c:10]1[cH:11][cH:12][c:13]([Cl:16])[cH:14][cH:15]1)[NH:17][C:18]([O:19][C:20]([CH3:21])([CH3:22])[CH3:23])=[O:24]. Starting materials: C(C)C1(COC1)COCCCCCCC=1SC=CC1 (3-ethyl-3-(6-thiophen-2-yl-hexyloxymethyl)-oxetane), C(CCC)[Li] (n-butyllithium), resultant mixture, C(C)(C)OB1OC(C(O1)(C)C)(C)C (2-isopropoxy-4,4,5,5-tetramethyl-1,3,2-dioxaborolane). Run in C1CCOC1 (THF). Reaction conditions: time 2 hour. Yields the product C(C)C1(COC1)COCCCCCCC1=CC=C(S1)B1OC(C(O1)(C)C)(C)C (2-{5-[6-(3-Ethyl-oxetan-3-ylmethoxy)-hexyl]thiophen-2-yl}-4,4,5,5-tetramethyl-[1,3,2]dioxaborolane). Yield: 72.3%. RXN SMILES: [CH2:1]([C:3]1([CH2:7][O:8][CH2:9][CH2:10][CH2:11][CH2:12][CH2:13][CH2:14][C:15]2[S:16][CH:17]=[CH:18][CH:19]=2)[CH2:6][O:5][CH2:4]1)[CH3:2].C([Li])CCC.C(O[B:29]1[O:33][C:32]([CH3:35])([CH3:34])[C:31]([CH3:37])([CH3:36])[O:30]1)(C)C>C1COCC1>[CH2:1]([C:3]1([CH2:7][O:8][CH2:9][CH2:10][CH2:11][CH2:12][CH2:13][CH2:14][C:15]2[S:16][C:17]([B:29]3[O:33][C:32]([CH3:35])([CH3:34])[C:31]([CH3:37])([CH3:36])[O:30]3)=[CH:18][CH:19]=2)[CH2:4][O:5][CH2:6]1)[CH3:2]. Procedure details: To a stirred solution of 3-ethyl-3-(6-thiophen-2-yl-hexyloxymethyl)-oxetane (6.0 g, 21.28 mmol) in dry THF (70 ml) is added n-butyllithium (2.5 M in hexanes, 8.10 ml, 21.28 mmol) dropwise at −78° C. under nitrogen. After complete addition, the mixture is allowed to warm to room temperature, with stirring, over 2 h, followed by the addition of 2-isopropoxy-4,4,5,5-tetramethyl-1,3,2-dioxaborolane (3.96 g, 21.28 mmol). The resultant mixture is stirred overnight at room temperature. The reaction is ... Reactants: CCCCc1nc2cc(Cl)cc(C(=O)OC)c2n1Cc1ccc(-c2ccccc2-c2nnn[nH]2)cc1, CO, [Na+], [OH-]. Product: CCCCc1nc2cc(Cl)cc(C(=O)O)c2n1Cc1ccc(-c2ccccc2-c2nnn[nH]2)cc1. Reaction SMILES: [CH2:1]([CH2:2][CH2:3][CH3:4])[c:5]1[n:6][c:7]2[c:8]([n:9]1[CH2:10][c:11]1[cH:12][cH:13][c:14](-[c:17]3[c:18](-[c:23]4[n:24][n:25][n:26][nH:27]4)[cH:19][cH:20][cH:21][cH:22]3)[cH:15][cH:16]1)[c:28]([C:33](=[O:34])[O:35][CH3:36])[cH:29][c:30]([Cl:32])[cH:31]2.[CH3:39][OH:40].[Na+:38].[OH-:37]>>[CH2:1]([CH2:2][CH2:3][CH3:4])[c:5]1[n:6][c:7]2[c:8]([n:9]1[CH2:10][c:11]1[cH:12][cH:13][c:14](-[c:17]3[c:18](-[c:23]4[n:24][n:25][n:26][nH:27]4)[cH:19][cH:20][cH:21][cH:22]3)[cH:15][cH:16]1)[c:28]([C:33](=[O:34])[OH:35])[cH:29][c:30]([Cl:32])[cH:31]2. Starting materials: C1(=CC=CC=C1)S(=O)(=O)NCCSC1C2=C(OCC3=C1C=CC=C3)C=CC(=C2)C(=O)OC (Methyl 11-[2-[(phenylsulfonyl)amino]ethyl]thio-6,11-dihydrodibenz[b,e]oxepin-2-carboxylate), [OH-].[Na+] (sodium hydoxide). Solvent: CO (methanol), O (water). Yields the product C1(=CC=CC=C1)S(=O)(=O)NCCSC1C2=C(OCC3=C1C=CC=C3)C=CC(=C2)C(=O)O (11-[2-[(Phenylsulfonyl)amino]ethyl]thio-6, 11-dihydrodibenz[b,e]oxepin-2-carboxylic acid). RXN SMILES: [C:1]1([S:7]([NH:10][CH2:11][CH2:12][S:13][CH:14]2[C:20]3[CH:21]=[CH:22][CH:23]=[CH:24][C:19]=3[CH2:18][O:17][C:16]3[CH:25]=[CH:26][C:27]([C:29]([O:31]C)=[O:30])=[CH:28][C:15]2=3)(=[O:9])=[O:8])[CH:6]=[CH:5][CH:4]=[CH:3][CH:2]=1.[OH-].[Na+]>CO.O>[C:1]1([S:7]([NH:10][CH2:11][CH2:12][S:13][CH:14]2[C:20]3[CH:21]=[CH:22][CH:23]=[CH:24][C:19]=3[CH2:18][O:17][C:16]3[CH:25]=[CH:26][C:27]([C:29]([OH:31])=[O:30])=[CH:28][C:15]2=3)(=[O:8])=[O:9])[CH:6]=[CH:5][CH:4]=[CH:3][CH:2]=1 |f:1.2|. Procedure: Compound 1a, 9.90 g, obtained in Example 1 was dissolved in a solvent mixture of 200 ml of methanol and 20 ml of water and 2.70 g of sodium hydoxide was added to the solution. The mixture was heated under reflux for 2 hours. The solvent was distilled off under reduced pressure and the resulting residue was dissolved in 200 ml of water. A pH was adjusted to 1.5 with 4N hydrochloric acid aqueous solution. The crystallized crude product was taken out by filtration and dried. The crude product was r...